Dataset: the Open Reaction Database (ORD), a public repository of structured organic reaction records. Task: describe an organic reaction: reactants, conditions, products, and yield Starting materials: C(C)(=O)C=1OC=C(N1)C(=O)O (2-acetyloxazole-4-carboxylic acid), N[C@H](CN1N=C(C=C1)C1=C(C(=C(C#N)C=C1)Cl)C)C ((S)-4-(1-(2-aminopropyl)-1H-pyrazol-3-yl)-2-chloro-3-methylbenzonitrile). Product: C(C)(=O)C=1OC=C(N1)C(=O)N[C@H](CN1N=C(C=C1)C1=C(C(=C(C=C1)C#N)Cl)C)C ((S)-2-acetyl-N-(1-(3-(3-chloro-4-cyano-2-methylphenyl)-1H-pyrazol-1-yl)-propan-2-yl)oxazole-4-carboxamide). The yield is 12.5%. Reaction SMILES: [C:1]([C:4]1[O:5][CH:6]=[C:7]([C:9]([OH:11])=O)[N:8]=1)(=[O:3])[CH3:2].[NH2:12][C@@H:13]([CH3:30])[CH2:14][N:15]1[CH:19]=[CH:18][C:17]([C:20]2[CH:27]=[CH:26][C:23]([C:24]#[N:25])=[C:22]([Cl:28])[C:21]=2[CH3:29])=[N:16]1>>[C:1]([C:4]1[O:5][CH:6]=[C:7]([C:9]([NH:12][C@@H:13]([CH3:30])[CH2:14][N:15]2[CH:19]=[CH:18][C:17]([C:20]3[CH:27]=[CH:26][C:23]([C:24]#[N:25])=[C:22]([Cl:28])[C:21]=3[CH3:29])=[N:16]2)=[O:11])[N:8]=1)(=[O:3])[CH3:2]. Reported procedure: (S)-2-acetyl-N-(1-(3-(3-chloro-4-cyano-2-methylphenyl)-1H-pyrazol-1-yl)-propan-2-yl)oxazole-4-carboxamide was prepared using the method of Example 34(d) starting from 2-acetyloxazole-4-carboxylic acid (372 mg, 2.400 mmol) and (S)-4-(1-(2-aminopropyl)-1H-pyrazol-3-yl)-2-chloro-3-methylbenzonitrile (549 mg, 2.000 mmol). The product was triturated using diethyl ether and purified by Flash-chromatography, respectively. Yield 12.47%. 1H-NMR (400 MHz; CDCl3): δ 1.27 (d, 3H), 2.59 (s, 3H), 2.60 (s, 3H)... Reactants: CCOC(C)=O, O=C(Cl)C1CC1, [Cu], CCOC(=O)CCI, Cl[Pd]Cl, [Zn], c1ccc(P(c2ccccc2)c2ccccc2)cc1, c1ccc(P(c2ccccc2)c2ccccc2)cc1, c1ccccc1. Product: CCOC(=O)CCC(=O)C1CC1. Reaction SMILES: [CH3:21][CH2:22][O:23][C:24](=[O:25])[CH3:26].[CH:9]1([C:12](=[O:13])[Cl:14])[CH2:10][CH2:11]1.[Cu:27].[I:1][CH2:2][CH2:3][C:4](=[O:5])[O:6][CH2:7][CH3:8].[Pd:29]([Cl:30])[Cl:31].[Zn:28].[c:32]1([P:33]([c:34]2[cH:35][cH:36][cH:37][cH:38][cH:39]2)[c:40]2[cH:41][cH:42][cH:43][cH:44][cH:45]2)[cH:46][cH:47][cH:48][cH:49][cH:50]1.[c:51]1([P:52]([c:53]2[cH:54][cH:55][cH:56][cH:57][cH:58]2)[c:59]2[cH:60][cH:61][cH:62][cH:63][cH:64]2)[cH:65][cH:66][cH:67][cH:68][cH:69]1.[cH:15]1[cH:16][cH:17][cH:18][cH:19][cH:20]1>>[CH2:2]([CH2:3][C:4](=[O:5])[O:6][CH2:7][CH3:8])[C:12]([CH:9]1[CH2:10][CH2:11]1)=[O:13]. Starting materials: CCBr, O=C([O-])[O-], CC(C)=O, [K+], [K+], COc1ccc(C#N)c(O)c1. Product: CCOc1cc(OC)ccc1C#N. Reaction SMILES: [Br:18][CH2:19][CH3:20].[C:12](=[O:13])([O-:14])[O-:15].[CH3:21][C:22](=[O:23])[CH3:24].[K+:16].[K+:17].[OH:1][c:2]1[c:3]([C:4]#[N:5])[cH:6][cH:7][c:8]([O:10][CH3:11])[cH:9]1>>[O:1]([c:2]1[c:3]([C:4]#[N:5])[cH:6][cH:7][c:8]([O:10][CH3:11])[cH:9]1)[CH2:19][CH3:20]. Starting materials: [Li+].[OH-] (LiOH), COC(C1=C(C=C(C=C1)C=1NC2=C(C(=CC=C2C1CC)Cl)F)O)=O (4-(6-chloro-3-ethyl-7-fluoro-1H-indol-2-yl)-2-hydroxy-benzoic acid methyl ester), C(CCC)C1=CC=C(C=C1)B(O)O (4-n-butyl-phenylboronic acid), [F-].[Cs+] (cesium fluoride). Reagents/catalysts: C(C)(C)(C)P(C(C)(C)C)C(C)(C)C.C(C)(C)(C)P(C(C)(C)C)C(C)(C)C.[Pd] (palladium bis(tri-tert-butyl-phosphine)). Solvent: O1CCOCC1 (dioxane). Run at temperature 120 celsius. The product is C(CCC)C1=CC=C(C=C1)C1=CC=C2C(=C(NC2=C1F)C1=CC(=C(C(=O)O)C=C1)O)CC (4-[6-(4-butyl-phenyl)-3-ethyl-7-fluoro-1H-indol-2-yl]-2-hydroxy-benzoic acid). As a reaction SMILES: C[O:2][C:3](=[O:24])[C:4]1[CH:9]=[CH:8][C:7]([C:10]2[NH:11][C:12]3[C:17]([C:18]=2[CH2:19][CH3:20])=[CH:16][CH:15]=[C:14](Cl)[C:13]=3[F:22])=[CH:6][C:5]=1[OH:23].[CH2:25]([C:29]1[CH:34]=[CH:33][C:32](B(O)O)=[CH:31][CH:30]=1)[CH2:26][CH2:27][CH3:28].[F-].[Cs+].[Li+].[OH-]>O1CCOCC1.C(P(C(C)(C)C)C(C)(C)C)(C)(C)C.C(P(C(C)(C)C)C(C)(C)C)(C)(C)C.[Pd]>[CH2:25]([C:29]1[CH:34]=[CH:33][C:32]([C:14]2[C:13]([F:22])=[C:12]3[C:17]([C:18]([CH2:19][CH3:20])=[C:10]([C:7]4[CH:8]=[CH:9][C:4]([C:3]([OH:2])=[O:24])=[C:5]([OH:23])[CH:6]=4)[NH:11]3)=[CH:16][CH:15]=2)=[CH:31][CH:30]=1)[CH2:26][CH2:27][CH3:28] |f:2.3,4.5,7.8.9|. Procedure details: Steps 8 and 9: To a mixture of 4-(6-chloro-3-ethyl-7-fluoro-1H-indol-2-yl)-2-hydroxy-benzoic acid methyl ester (50 mg, 0.14 mmol), 4-n-butyl-phenylboronic acid (50 mg, 0.28 mmol), and cesium fluoride (78 mg, 0.52 mmol) in dioxane (3 mL, anhydrous) is added palladium bis(tri-tert-butyl-phosphine) (6 mg, 10 mol %). This mixture is purged with N2 for 3 minutes and then heated in a sealed tube at 120° C. for 4 hours. The mixture is cooled to room temperature, filtered, and the filtrate is concentrat... Reactants: ClC1=NOCC1N1C(C=2C(C1=O)=CC=CC2)=O (3-Chloro-4-phthalimido-4,5-dihydroisoxazole), C(C)O (ethanol), C1(=CC=CC=C1S)C (thiocresol). Solvent: C(C)N(CC)CC (triethylamine). Reaction conditions: time 4 hour. Yields the product C1(=CC=C(C=C1)SC1=NOCC1N1C(C=2C(C1=O)=CC=CC2)=O)C (3-(p-tolylthio)-4-phthalimido-4,5-dihydroisoxazole). As a reaction SMILES: Cl[C:2]1[CH:6]([N:7]2[C:11](=[O:12])[C:10]3=[CH:13][CH:14]=[CH:15][CH:16]=[C:9]3[C:8]2=[O:17])[CH2:5][O:4][N:3]=1.[C:18]1(C)[C:23]([SH:24])=[CH:22][CH:21]=[CH:20][CH:19]=1.[CH2:26](O)C>C(N(CC)CC)C>[C:20]1([CH3:26])[CH:19]=[CH:18][C:23]([S:24][C:2]2[CH:6]([N:7]3[C:11](=[O:12])[C:10]4=[CH:13][CH:14]=[CH:15][CH:16]=[C:9]4[C:8]3=[O:17])[CH2:5][O:4][N:3]=2)=[CH:22][CH:21]=1. Procedure: 3-Chloro-4-phthalimido-4,5-dihydroisoxazole (2.0 g, 8 mmol) was dissolved in 50 ml of ethanol (3A grade) and cooled to 0°-5° C. on ice bath. A solution of thiocresol (1.0 g, 8 mmol) in 30 ml of triethylamine was added to the first solution. The reaction mixture was stirred at room temperature for 4 hours. The reaction product was purified by flash chromatography on silica gel (230-400 mesh), eluted with 2:1 petroleum ether/ethyl acetate and collected in 20 ml fractions. Unreacted thiocresol elut... The reactants are C(C)(=O)OCC (ethyl acetate), C(C)OC(=O)C=1C=CC=C2C3=C(NC12)CN(C=C3)CC(=O)NC(C(C(F)(F)F)O)C(C)C (2-(8-ethoxycarbonyl-1,2-dihydropyrido[3,4-b]indol-2-yl)-N-(3,3,3-trifluoro-2-hydroxy-1-isopropylpropyl)acetamide), Cl.CN(CCCN=C=NCC)C (1-(3-dimethylaminopropyl)-3-ethylcarbodiimide hydrochloride), ClC(C(=O)O)Cl (dichloroacetic acid). Solvent: CS(=O)C (dimethyl sulfoxide), C1(=CC=CC=C1)C (toluene). Run at time 2 hour. Product: C(C)OC(=O)C=1C=CC=C2C3=C(NC12)CN(C=C3)CC(=O)NC(C(C(F)(F)F)=O)C(C)C (2-(8-Ethoxycarbonyl-1,2-dihydropyrido[3,4-b]indol-2-yl)-N-(3,3,3-trifluoro-1-isopropyl-2-oxopropyl)acetamide). Yield: 72.3%. RXN SMILES: [CH2:1]([O:3][C:4]([C:6]1[CH:7]=[CH:8][CH:9]=[C:10]2[C:14]=1[NH:13][C:12]1[CH2:15][N:16]([CH2:19][C:20]([NH:22][CH:23]([CH:30]([CH3:32])[CH3:31])[CH:24]([OH:29])[C:25]([F:28])([F:27])[F:26])=[O:21])[CH:17]=[CH:18][C:11]2=1)=[O:5])[CH3:2].Cl.CN(C)CCCN=C=NCC.ClC(Cl)C(O)=O.C(OCC)(=O)C>CS(C)=O.C1(C)C=CC=CC=1>[CH2:1]([O:3][C:4]([C:6]1[CH:7]=[CH:8][CH:9]=[C:10]2[C:14]=1[NH:13][C:12]1[CH2:15][N:16]([CH2:19][C:20]([NH:22][CH:23]([CH:30]([CH3:31])[CH3:32])[C:24](=[O:29])[C:25]([F:28])([F:26])[F:27])=[O:21])[CH:17]=[CH:18][C:11]2=1)=[O:5])[CH3:2] |f:1.2|. Procedure details: To a solution of 2-(8-ethoxycarbonyl-1,2-dihydropyrido[3,4-b]indol-2-yl)-N-(3,3,3-trifluoro-2-hydroxy-1-isopropylpropyl)acetamide (0.57 g) in dimethyl sulfoxide (6 mL) and toluene (6 mL) was added 1-(3-dimethylaminopropyl)-3-ethylcarbodiimide hydrochloride (2.3 g) and dichloroacetic acid (0.43 mL) and the resulting solution allowed to stir for 2 hours. The reaction mixture was poured into ethyl acetate, washed (1N hydrochloric acid, H2O), dried, and evaporated. The resulting material was purifie... Starting materials: COc1cc(N2CCN(C(=O)CCl)C(C)C2)c(F)cc1Cl, [K+], [K+], O=C([O-])[O-], CN(C)C=O, Nc1n[nH]c2ncccc12. Product: COc1cc(N2CCN(C(=O)Cn3nc(N)c4cccnc43)C(C)C2)c(F)cc1Cl. As a reaction SMILES: [Cl:11][CH2:12][C:13](=[O:14])[N:15]1[CH:16]([CH3:31])[CH2:17][N:18]([c:21]2[c:22]([F:30])[cH:23][c:24]([Cl:29])[c:25]([O:27][CH3:28])[cH:26]2)[CH2:19][CH2:20]1.[K+:32].[K+:33].[O-:34][C:35]([O-:36])=[O:37].[O:38]=[CH:39][N:40]([CH3:41])[CH3:42].[nH:1]1[n:2][c:3]([NH2:10])[c:4]2[c:5]1[n:6][cH:7][cH:8][cH:9]2>>[n:1]1([CH2:12][C:13](=[O:14])[N:15]2[CH:16]([CH3:31])[CH2:17][N:18]([c:21]3[c:22]([F:30])[cH:23][c:24]([Cl:29])[c:25]([O:27][CH3:28])[cH:26]3)[CH2:19][CH2:20]2)[n:2][c:3]([NH2:10])[c:4]2[c:5]1[n:6][cH:7][cH:8][cH:9]2.